From a dataset of the Open Reaction Database (ORD), a public repository of structured organic reaction records. describe an organic reaction: reactants, conditions, products, and yield Starting materials: O=C1NC(=O)c2ccccc21, Cc1ccc(S(=O)(=O)Cl)cc1, Cc1ccc(S(=O)(=O)NCCCBr)cc1. Product: Cc1ccc(S(=O)(=O)NCCCN2C(=O)c3ccccc3C2=O)cc1. As a reaction SMILES: [O:27]=[C:28]1[NH:29][C:30](=[O:31])[c:32]2[cH:33][cH:34][cH:35][cH:36][c:37]21.[S:1]([Cl:2])([c:3]1[cH:4][cH:5][c:6]([CH3:7])[cH:8][cH:9]1)(=[O:10])=[O:11].[c:12]1([CH3:26])[cH:13][cH:14][c:15]([S:18](=[O:19])(=[O:20])[NH:21][CH2:22][CH2:23][CH2:24][Br:25])[cH:16][cH:17]1>>[c:12]1([CH3:26])[cH:13][cH:14][c:15]([S:18](=[O:19])(=[O:20])[NH:21][CH2:22][CH2:23][CH2:24][N:29]2[C:28](=[O:27])[c:37]3[c:32]([cH:33][cH:34][cH:35][cH:36]3)[C:30]2=[O:31])[cH:16][cH:17]1. Starting materials: C[C@@H]1CC[C@H]2C[C@@H](/C(=C/C=C/C=C/[C@H](C[C@H](C(=O)[C@@H]([C@@H](/C(=C/[C@H](C(=O)C[C@H](OC(=O)[C@@H]3CCCCN3C(=O)C(=O)[C@@]1(O2)O)[C@H](C)C[C@@H]4CC[C@H]([C@@H](C4)OC)O)C)/C)O)OC)C)C)/C)OC (rapamycin), ester, OCC(C(=O)O)(C)CO (2,2-bis(hydroxymethyl)propionic acid). Yields the product C[C@@H]1CC[C@H]2C[C@@H](/C(=C/C=C/C=C/[C@H](C[C@H](C(=O)[C@@H]([C@@H](/C(=C/[C@H](C(=O)C[C@H](OC(=O)[C@@H]3CCCCN3C(=O)C(=O)[C@@]1(O2)O)[C@H](C)C[C@@H]4CC[C@H]([C@@H](C4)OC)OC(=O)C(C)(CO)CO)C)/C)O)OC)C)C)/C)OC (CCI-779). RXN SMILES: [CH3:1][C@H:2]1[C@@:41]2([OH:43])[O:42][C@H:5]([CH2:6][C@H:7]([O:64][CH3:65])[C:8]([CH3:63])=[CH:9][CH:10]=[CH:11][CH:12]=[CH:13][C@@H:14]([CH3:62])[CH2:15][C@@H:16]([CH3:61])[C:17]([C@H:19]([O:59][CH3:60])[C@H:20]([OH:58])[C:21]([CH3:57])=[CH:22][C@@H:23]([CH3:56])[C:24]([CH2:26][C@@H:27]([C@@H:44]([CH2:46][C@H:47]3[CH2:52][C@@H:51]([O:53][CH3:54])[C@H:50]([OH:55])[CH2:49][CH2:48]3)[CH3:45])[O:28][C:29]([C@H:31]3[N:36]([C:37]([C:39]2=[O:40])=[O:38])[CH2:35][CH2:34][CH2:33][CH2:32]3)=[O:30])=[O:25])=[O:18])[CH2:4][CH2:3]1.[OH:66][CH2:67][C:68]([CH2:73][OH:74])([CH3:72])[C:69](O)=[O:70]>>[CH3:1][C@H:2]1[C@@:41]2([OH:43])[O:42][C@H:5]([CH2:6][C@H:7]([O:64][CH3:65])[C:8]([CH3:63])=[CH:9][CH:10]=[CH:11][CH:12]=[CH:13][C@@H:14]([CH3:62])[CH2:15][C@@H:16]([CH3:61])[C:17]([C@H:19]([O:59][CH3:60])[C@H:20]([OH:58])[C:21]([CH3:57])=[CH:22][C@@H:23]([CH3:56])[C:24]([CH2:26][C@@H:27]([C@@H:44]([CH2:46][C@H:47]3[CH2:52][C@@H:51]([O:53][CH3:54])[C@H:50]([O:55][C:67]([C:68]([CH2:73][OH:74])([CH2:69][OH:70])[CH3:72])=[O:66])[CH2:49][CH2:48]3)[CH3:45])[O:28][C:29]([C@H:31]3[N:36]([C:37]([C:39]2=[O:40])=[O:38])[CH2:35][CH2:34][CH2:33][CH2:32]3)=[O:30])=[O:25])=[O:18])[CH2:4][CH2:3]1. Procedure details: The synthesis requires two steps. The first step is a microbial lipase-catalyzed acylation of rapamycin with an activated ester of 2,2-bis(hydroxymethyl)propionic acid derivative in an organic solvent. This reaction is highly regioselective, resulting in the exclusive formation of mono-42-acylated product (i.e., protected CCI-779), in nearly quantitative yield. Subsequent deprotection furnishes CCI-779 in excellent overall yield. Compared with chemical preparation, this chemo-enzymatic route off...